From a dataset of the Open Reaction Database (ORD), a public repository of structured organic reaction records. describe an organic reaction: reactants, conditions, products, and yield Starting materials: CN(C1=CC=CC=C1)C (N,N-dimethylaniline), COC=1C=C2C(=CC=NC2=CC1OC)OC1=C(C=C(C=C1)C=1C(N(C(=NC1)O)C)=O)F (5-(4-(6,7-dimethoxyquinolin-4-yloxy)-3-fluorophenyl)-2-hydroxy-3-methyl-3H-pyrimidin-4-one), [Cl-] (chloride). Run in O=P(Cl)(Cl)Cl (POCl3). Reaction conditions: time 8 hour. Product: ClC1=NC=C(C(N1C)=O)C1=CC(=C(C=C1)OC1=CC=NC2=CC(=C(C=C12)OC)OC)F (2-chloro-5-(4-(6,7-dimethoxyquinolin-4-yloxy)-3-fluorophenyl)-3-methylpyrimidin-4(3H)-one). RXN SMILES: [CH3:1][O:2][C:3]1[CH:4]=[C:5]2[C:10](=[CH:11][C:12]=1[O:13][CH3:14])[N:9]=[CH:8][CH:7]=[C:6]2[O:15][C:16]1[CH:21]=[CH:20][C:19]([C:22]2[C:23](=[O:30])[N:24]([CH3:29])[C:25](O)=[N:26][CH:27]=2)=[CH:18][C:17]=1[F:31].CN(C)C1C=CC=CC=1.[Cl-:41]>O=P(Cl)(Cl)Cl>[Cl:41][C:25]1[N:24]([CH3:29])[C:23](=[O:30])[C:22]([C:19]2[CH:20]=[CH:21][C:16]([O:15][C:6]3[C:5]4[C:10](=[CH:11][C:12]([O:13][CH3:14])=[C:3]([O:2][CH3:1])[CH:4]=4)[N:9]=[CH:8][CH:7]=3)=[C:17]([F:31])[CH:18]=2)=[CH:27][N:26]=1. Procedure: 5-(4-(6,7-Dimethoxyquinolin-4-yloxy)-3-fluorophenyl)-2-hydroxy-3-methyl-3H-pyrimidin-4-one (Step 2, 678.8 mg, 1.605 mmol) was dissolved in POCl3 (16 mL) and N,N-dimethylaniline (1.6 ml) and heated at 125° C. for 8.5 h then cooled to RT and stirred overnight. The reaction was concentrated, diluted with CH2Cl2 (125 mL) and washed with saturated NaHCO3 (25 mL, 17 mL). The organic layer was dried over Na2SO4, filtered, and concentrated. Because of the propensity of title compound to hydrolysis, the ...